describe an organic reaction: reactants, conditions, products, and yield From a dataset of the Open Reaction Database (ORD), a public repository of structured organic reaction records. Reactants: BrC1=NC=C(C=C1N(S(=O)(=O)C1=CC=C(C=C1)C(C)(C)C)COC)Cl (N-(2-Bromo-5-chloro-pyridin-3-yl)-4-tert-butyl-N-methoxymethyl-benzenesulfonamide), O1CCOCC1 (dioxane), resultant solution, CON(C(C1=C(N=CC=C1)C)=O)C (N-methoxy-2,N-dimethyl-nicotinamide), ice. The solvent is CCOC(=O)C (EtOAc), O (H2O). Run at time 90 minute. Yields the product C(C)(C)(C)C1=CC=C(C=C1)S(=O)(=O)NC=1C(=NC=C(C1)Cl)C(=O)C=1C(=NC=CC1)C (4-tert-Butyl-N-[5-chloro-2-(2-methyl-pyridine-3-carbonyl)-pyridin-3-yl]-benzenesulfonamide). As a reaction SMILES: Br[C:2]1[C:7]([N:8](COC)[S:9]([C:12]2[CH:17]=[CH:16][C:15]([C:18]([CH3:21])([CH3:20])[CH3:19])=[CH:14][CH:13]=2)(=[O:11])=[O:10])=[CH:6][C:5]([Cl:25])=[CH:4][N:3]=1.CON(C)[C:29](=[O:37])[C:30]1[CH:35]=[CH:34][CH:33]=[N:32][C:31]=1[CH3:36].O1CCOCC1>O.CCOC(C)=O>[C:18]([C:15]1[CH:16]=[CH:17][C:12]([S:9]([NH:8][C:7]2[C:2]([C:29]([C:30]3[C:31]([CH3:36])=[N:32][CH:33]=[CH:34][CH:35]=3)=[O:37])=[N:3][CH:4]=[C:5]([Cl:25])[CH:6]=2)(=[O:10])=[O:11])=[CH:13][CH:14]=1)([CH3:21])([CH3:19])[CH3:20]. Procedure: N-(2-Bromo-5-chloro-pyridin-3-yl)-4-tert-butyl-N-methoxymethyl-benzenesulfonamide (140 mg, 300 mmol) was placed in a dry 2-neck 10 mL round-bottom flask. The flask was evacuated and purged with nitrogen, followed by the addition of THF (1 mL). The homogeneous mixture was lowered to −5° C. and iPrMgCl (0.33 mL, 2.0 M) was added dropwise. Upon completion of the addition, the reaction was stirred 90 minutes, followed by the slow addition of N-methoxy-2,N-dimethyl-nicotinamide (135 mg, 750 mmol). Th... The reactants are FC(C(CC#N)N1N=CC(=C1)C=1C2=C(N=CN1)N(C=C2)COCC[Si](C)(C)C)(F)F (4,4,4-Trifluoro-3-[4-(7-[2-(trimethylsilyl)ethoxy]methyl-7H-pyrrolo[2,3-d]pyrimidin-4-yl)-1H-pyrazol-1-yl]butanenitrile), C1CCOC1 (THF), C(C)O (ethanol), [OH-].[NH4+] (ammonium hydroxide), C(=O)(O)[O-].[Na+] (NaHCO3). The solvent is Cl (HCl), O (water), O (water), C(C)(=O)OCC (ethyl acetate). The product is FC(C(CC#N)N1N=CC(=C1)C=1C2=C(N=CN1)NC=C2)(F)F (4,4,4-Trifluoro-3-[4-(7H-pyrrolo[2,3-d]pyrimidin-4-yl)-pyrazol-1-yl]-butyronitrile). Isolated yield 138.0%. RXN SMILES: [F:1][C:2]([F:30])([F:29])[CH:3]([N:7]1[CH:11]=[C:10]([C:12]2[C:13]3[CH:20]=[CH:19][N:18](COCC[Si](C)(C)C)[C:14]=3[N:15]=[CH:16][N:17]=2)[CH:9]=[N:8]1)[CH2:4][C:5]#[N:6].C1COCC1.C([O-])(O)=O.[Na+].C(O)C.[OH-].[NH4+]>Cl.O.C(OCC)(=O)C>[F:30][C:2]([F:1])([F:29])[CH:3]([N:7]1[CH:11]=[C:10]([C:12]2[C:13]3[CH:20]=[CH:19][NH:18][C:14]=3[N:15]=[CH:16][N:17]=2)[CH:9]=[N:8]1)[CH2:4][C:5]#[N:6] |f:2.3,5.6|. Procedure details: A solution of 4,4,4-trifluoro-3-[4-(7-[2-(trimethylsilyl)ethoxy]methyl-7H-pyrrolo[2,3-d]-pyrimidin-4-yl)-1H-pyrazol-1-yl]butanenitrile (3.1 g, 0.0071 mol) from Step 1 in THF (35 mL, 0.43 mol) and 3.0 M HCl in water (35 mL) was heated to reflux overnight. The solvent was removed by rotary evaporation to give a greenish orange oil/glass. The oil was stirred with ethyl acetate and sat. NaHCO3 (50 mL). The aqueous phase was extracted with ethyl acetate. The organic layers were washed with brine and ... The reactants are ClC1=C(C(=CC=C1)C)NC(NCC(=O)N)=S (2-[3-(2-chloro-6-methylphenyl)-thioureido]-acetamide), C(C)I (ethyl iodide). The solvent is Cl (hydrogen chloride). Yields the product ClC1=C(C(=CC=C1)C)N1C(=NCC1=O)SCC (3-(2-Chloro-6-methylphenyl)-2-ethylsulfanyl-3.5-dihydro-imidazol-4-one), mono-hydrochloride. As a reaction SMILES: [Cl:1][C:2]1[CH:7]=[CH:6][CH:5]=[C:4]([CH3:8])[C:3]=1[NH:9][C:10](=[S:16])[NH:11][CH2:12][C:13](N)=[O:14].[CH2:17](I)[CH3:18]>Cl>[Cl:1][C:2]1[CH:7]=[CH:6][CH:5]=[C:4]([CH3:8])[C:3]=1[N:9]1[C:13](=[O:14])[CH2:12][N:11]=[C:10]1[S:16][CH2:17][CH3:18]. Reported procedure: The title compound was prepared by the procedure described in Example 6 using 12.9 g of 2-[3-(2-chloro-6-methylphenyl)-thioureido]-acetamide, and 18.0 g of ethyl iodide. The hydrochloride salt was prepared in ethereal hydrogen chloride. Crystallization from ethyl acetate afforded the title compound as the mono-hydrochloride as a light yellow solid (4.9 g), m.p. 152°-154° C. (dec.). Anal. Calcd. for. C12H13Cl N2O S . HCl: C, 47.22; H, 4.62; N, 9.18. Found: C, 46.99; H, 4.60; N, 9.16. Mass spectru... Reactants: CCCCO, Clc1nc(NCc2ccccc2)c2[nH]nnc2n1, NCCCN. The product is NCCCNc1nc(NCc2ccccc2)c2[nH]nnc2n1. RXN SMILES: [CH2:24]([OH:25])[CH2:26][CH2:27][CH3:28].[Cl:1][c:2]1[n:3][c:4]([NH:11][CH2:12][c:13]2[cH:14][cH:15][cH:16][cH:17][cH:18]2)[c:5]2[nH:6][n:7][n:8][c:9]2[n:10]1.[NH2:19][CH2:20][CH2:21][CH2:22][NH2:23]>>[c:2]1([NH:23][CH2:22][CH2:21][CH2:20][NH2:19])[n:3][c:4]([NH:11][CH2:12][c:13]2[cH:14][cH:15][cH:16][cH:17][cH:18]2)[c:5]2[nH:6][n:7][n:8][c:9]2[n:10]1.